Dataset: the Open Reaction Database (ORD), a public repository of structured organic reaction records. Task: describe an organic reaction: reactants, conditions, products, and yield The reactants are CO, CCOC(C)=O, Cl, Cc1c(N(Cc2ccc(F)c(C(F)(F)F)c2)S(=O)(=O)c2ccc(C(=O)O)cc2)sc2ccccc12, [Na+], [OH-]. The product is COC(=O)c1ccc(S(=O)(=O)N(Cc2ccc(F)c(C(F)(F)F)c2)c2sc3ccccc3c2C)cc1. RXN SMILES: [CH3:36][OH:37].[CH3:40][CH2:41][O:42][C:43]([CH3:44])=[O:45].[ClH:46].[F:1][c:2]1[c:3]([C:32]([F:33])([F:34])[F:35])[cH:4][c:5]([CH2:6][N:7]([S:8](=[O:9])(=[O:10])[c:11]2[cH:12][cH:13][c:14]([C:17](=[O:18])[OH:19])[cH:15][cH:16]2)[c:20]2[c:21]([CH3:29])[c:22]3[c:23]([s:24]2)[cH:25][cH:26][cH:27][cH:28]3)[cH:30][cH:31]1.[Na+:39].[OH-:38]>>[F:1][c:2]1[c:3]([C:32]([F:33])([F:34])[F:35])[cH:4][c:5]([CH2:6][N:7]([S:8](=[O:9])(=[O:10])[c:11]2[cH:12][cH:13][c:14]([C:17](=[O:18])[O:19][CH3:36])[cH:15][cH:16]2)[c:20]2[c:21]([CH3:29])[c:22]3[c:23]([s:24]2)[cH:25][cH:26][cH:27][cH:28]3)[cH:30][cH:31]1. Reactants: BrC=1C=C2CC(NC2=CC1)=O (5-Bromo-1,3-dihydroindol-2-one), C(C)N(CCCNC(=O)C=1NC(=CC1C)C=O)CC (5-formyl-3-methyl-1H-pyrrole-2-carboxylic acid (3-diethylaminopropyl)amide). Product: C(C)N(CCCNC(=O)C=1NC(=CC1C)C=C1C(NC2=CC=C(C=C12)Br)=O)CC (5-(5-Bromo-2-oxo-1,2-dihydroindol-3-ylidenemethyl)-3-methyl-1H-pyrrole-2-carboxylic acid (3-diethylamino-propyl)amide). Isolated yield 15.0%. As a reaction SMILES: [Br:1][C:2]1[CH:3]=[C:4]2[C:8](=[CH:9][CH:10]=1)[NH:7][C:6](=[O:11])[CH2:5]2.[CH2:12]([N:14]([CH2:29][CH3:30])[CH2:15][CH2:16][CH2:17][NH:18][C:19]([C:21]1[NH:22][C:23]([CH:27]=O)=[CH:24][C:25]=1[CH3:26])=[O:20])[CH3:13]>>[CH2:29]([N:14]([CH2:12][CH3:13])[CH2:15][CH2:16][CH2:17][NH:18][C:19]([C:21]1[NH:22][C:23]([CH:27]=[C:5]2[C:4]3[C:8](=[CH:9][CH:10]=[C:2]([Br:1])[CH:3]=3)[NH:7][C:6]2=[O:11])=[CH:24][C:25]=1[CH3:26])=[O:20])[CH3:30]. Procedure: 5-Bromo-1,3-dihydroindol-2-one (106 mg, 0.5 mmol) was condensed with 5-formyl-3-methyl-1H-pyrrole-2-carboxylic acid (3-diethylaminopropyl)amide to give 35 mg (15%) of the title compound. The reactants are C1(=CC=CC=C1)P(C1=CC=CC=C1)C1=CC=CC=C1 (triphenylphosphine), C(Br)(Br)(Br)Br (carbon tetrabromide), [BH3-]C#N.[Na+] (NaCNBH3), C(C)OC(=O)C1=C(C(N(C=C1)CC1=C(C=C(C=C1)OC)OC)=O)C(=O)O (1-(2,4-Dimethoxy-benzyl)-2-oxo-1,2-dihydro-pyridine-3,4-dicarboxylic acid 4-ethyl ester), P(=O)([O-])([O-])[O-] (phosphate), C(C(=O)Cl)(=O)Cl (Oxalyl chloride). Reagents/catalysts: CN(C)C=O (DMF). The solvent is C(Cl)Cl (CH2Cl2), C1CCOC1 (THF), C(Cl)Cl (CH2Cl2). Conditions: time 3 hour. Yields the product C(C)OC(=O)C1=C(C(N(C=C1)CC1=C(C=C(C=C1)OC)OC)=O)CBr (3-Bromomethyl-1-(2,4-dimethoxy-benzyl)-2-oxo-1,2-dihydro-pyridine-4-carboxylic acid ethyl ester). Yield: 29.6%. As a reaction SMILES: [CH2:1]([O:3][C:4]([C:6]1[CH:11]=[CH:10][N:9]([CH2:12][C:13]2[CH:18]=[CH:17][C:16]([O:19][CH3:20])=[CH:15][C:14]=2[O:21][CH3:22])[C:8](=[O:23])[C:7]=1[C:24](O)=O)=[O:5])[CH3:2].C(Cl)(=O)C(Cl)=O.[BH3-]C#N.[Na+].P([O-])([O-])([O-])=O.C1(P(C2C=CC=CC=2)C2C=CC=CC=2)C=CC=CC=1.C(Br)(Br)(Br)[Br:62]>C(Cl)Cl.CN(C=O)C.C1COCC1>[CH2:1]([O:3][C:4]([C:6]1[CH:11]=[CH:10][N:9]([CH2:12][C:13]2[CH:18]=[CH:17][C:16]([O:19][CH3:20])=[CH:15][C:14]=2[O:21][CH3:22])[C:8](=[O:23])[C:7]=1[CH2:24][Br:62])=[O:5])[CH3:2] |f:2.3|. Procedure details: 1-(2,4-Dimethoxy-benzyl)-2-oxo-1,2-dihydro-pyridine-3,4-dicarboxylic acid 4-ethyl ester (13.2 g, 36.5 mmol) was dissolved in 280 mL of CH2Cl2. Oxalyl chloride (32 mL, 365 mmol) and DMF (3 drops) were added, and the mixture was stirred for 3 h. Solvent and excess oxalyl chloride were removed by evaporation in vacuo, and to the residue was added a solution of NaCNBH3 (4.6 g, 73 mmol) in THF (250 mL). The resulting yellow suspension was stirred at r.t. for 16 h. The reaction mixture was cooled in a... Reactants: ClC1=C(C=CC=C1Cl)C1=C(C(=NC(=C1C(=O)OC)C)CN1C(C=2C(C1=O)=CC=CC2)=O)C(=O)OCC (4-(2,3-Dichlorophenyl)-3-ethoxycarbonyl-5-methoxycarbonyl-6-methyl-2-phthalimidomethylpyridine), O.NN (hydrazine hydrate). Solvent: C(C)O (ethanol). Run at time 30 minute. Yields the product ClC1=C(C=CC=C1Cl)C1=C2C(=NC(=C1C(=O)OC)C)CNC2=O (Methyl 5,7-dihydro-4-(2,3-dichlorophenyl)-2-methyl-5-oxo-pyrrolo-[3,4-b]-pyridine-3-carboxylate). Reaction SMILES: [Cl:1][C:2]1[C:7]([Cl:8])=[CH:6][CH:5]=[CH:4][C:3]=1[C:9]1[C:14]([C:15]([O:17][CH3:18])=[O:16])=[C:13]([CH3:19])[N:12]=[C:11]([CH2:20][N:21]2[C:25](=[O:26])C3=CC=CC=C3C2=O)[C:10]=1C(OCC)=O.O.NN>C(O)C>[Cl:1][C:2]1[C:7]([Cl:8])=[CH:6][CH:5]=[CH:4][C:3]=1[C:9]1[C:14]([C:15]([O:17][CH3:18])=[O:16])=[C:13]([CH3:19])[N:12]=[C:11]2[CH2:20][NH:21][C:25](=[O:26])[C:10]=12 |f:1.2|. Procedure: 1.9 g (3.6 mmol) of the compound from Example III are suspended in 100 ml of ethanol and treated with 0.5 ml (10 mmol) of hydrazine hydrate. After stirring at RT for 30 min a clear solution is formed. After reflux for 30 min a white precipitate is deposited. The mixture is allowed to cool and the precipitate is filtered off with suction. The solid is purified by chromatography (methylene chloride/ethyl acetate 20+1) and finally recrystallized from ethanol. 0.56 g (44%) is obtained. Reactants: CC(C)(C)OC(=O)N1CCC(=O)C(n2nc(-c3c(-c4ccccc4)nn4ccccc34)ccc2=O)C1, CO, ClCCl, O=C(O)C(F)(F)F. Yields the product O=C1CCNCC1n1nc(-c2c(-c3ccccc3)nn3ccccc23)ccc1=O. Reaction SMILES: [C:1]([O:2][C:3](=[O:4])[N:8]1[CH2:9][CH:10]([n:15]2[n:16][c:17](-[c:22]3[c:23](-[c:31]4[cH:32][cH:33][cH:34][cH:35][cH:36]4)[n:24][n:25]4[c:26]3[cH:27][cH:28][cH:29][cH:30]4)[cH:18][cH:19][c:20]2=[O:21])[C:11](=[O:14])[CH2:12][CH2:13]1)([CH3:5])([CH3:6])[CH3:7].[CH3:47][OH:48].[Cl:44][CH2:45][Cl:46].[OH:37][C:38]([C:39]([F:40])([F:41])[F:42])=[O:43]>>[NH:8]1[CH2:9][CH:10]([n:15]2[n:16][c:17](-[c:22]3[c:23](-[c:31]4[cH:32][cH:33][cH:34][cH:35][cH:36]4)[n:24][n:25]4[c:26]3[cH:27][cH:28][cH:29][cH:30]4)[cH:18][cH:19][c:20]2=[O:21])[C:11](=[O:14])[CH2:12][CH2:13]1. Procedure: Prepared according to the method of example 5 by using 1-(6-bromo-3H-imidazo[4,5-b]pyridin-2-yl)ethanol (reagent preparation 19) and [4-(6,6-dimethyl-5,6,7,8-tetrahydroquinazolin-4-yl)-2,3,4,5-tetrahydro-1,4-benzoxazepin-7-yl]boronic acid (reagent preparation 23) in step 1. 1H NMR (400 MHz, Methanol-d4): 8.56 (br, 1H), 8.34 (s, 1H), 8.11 (br, 1H), 7.61 (s, 1H), 7.54 (d, 1H), 7.10 (d, 1H), 5.11 (m, 1H), 4.73 (s, 2H), 4.37 (m, 2H), 3.95 (m, 2H), 2.79 (t, 2H), 2.48 (s, 2H), 1.68 (t, 2H), 1.64 (d, 3... The product is CC1(CC=2C(=NC=NC2CC1)N1CCOC2=C(C1)C=C(C=C2)C=2C=C1C(=NC2)NC(=N1)C(C)O)C (1-{6-[4-(6,6-dimethyl-5,6,7,8-tetrahydroquinazolin-4-yl)-2,3,4,5-tetrahydro-1,4-benzoxazepin-7-yl]-3H-imidazo[4,5-b]pyridin-2-yl}ethanol). Starting materials: BrC=1C=C2C(=NC1)NC(=N2)C(C)O (1-(6-bromo-3H-imidazo[4,5-b]pyridin-2-yl)ethanol), CC1(CC=2C(=NC=NC2CC1)N1CCOC2=C(C1)C=C(C=C2)B(O)O)C ([4-(6,6-dimethyl-5,6,7,8-tetrahydroquinazolin-4-yl)-2,3,4,5-tetrahydro-1,4-benzoxazepin-7-yl]boronic acid). Reaction SMILES: Br[C:2]1[CH:3]=[C:4]2[N:10]=[C:9]([CH:11]([OH:13])[CH3:12])[NH:8][C:5]2=[N:6][CH:7]=1.[CH3:14][C:15]1([CH3:39])[CH2:24][CH2:23][C:22]2[N:21]=[CH:20][N:19]=[C:18]([N:25]3[CH2:31][C:30]4[CH:32]=[C:33](B(O)O)[CH:34]=[CH:35][C:29]=4[O:28][CH2:27][CH2:26]3)[C:17]=2[CH2:16]1>>[CH3:14][C:15]1([CH3:39])[CH2:24][CH2:23][C:22]2[N:21]=[CH:20][N:19]=[C:18]([N:25]3[CH2:31][C:30]4[CH:32]=[C:33]([C:2]5[CH:3]=[C:4]6[N:10]=[C:9]([CH:11]([OH:13])[CH3:12])[NH:8][C:5]6=[N:6][CH:7]=5)[CH:34]=[CH:35][C:29]=4[O:28][CH2:27][CH2:26]3)[C:17]=2[CH2:16]1. Reaction SMILES: [CH3:11][C:12]([Cl:13])=[O:14].[Cl:16][CH2:17][CH2:18][Cl:19].[NH:1]1[C:2](=[O:10])[CH2:3][c:4]2[cH:5][cH:6][cH:7][cH:8][c:9]21.[OH2:15]>>[NH:1]1[C:2](=[O:10])[CH2:3][c:4]2[cH:5][c:6]([C:12]([CH3:11])=[O:14])[cH:7][cH:8][c:9]21. Product: CC(=O)c1ccc2c(c1)CC(=O)N2. Reactants: CC(=O)Cl, ClCCCl, O=C1Cc2ccccc2N1, O.